Dataset: the Open Reaction Database (ORD), a public repository of structured organic reaction records. Task: describe an organic reaction: reactants, conditions, products, and yield The reactants are COC=1C=C(C=CC1OC)C1=NNC([C@H]2CCCC[C@@H]12)=O ((cis)-4-(3,4-Dimethoxyphenyl)-4a,5,6,7,8,8a-hexahydro-2H-phthalazin-1-one), BrCC1CCCCC1 (bromomethylcyclohexane), COC=1C=C(C=CC1OC)C1=NN(C([C@H]2CCCC[C@@H]12)=O)C ((cis)-4-(3,4-Dimethoxyphenyl)-2-methyl-4a,5,6,7,8,8a-hexahydro-2H-phthalazin-1-one). Product: C1(CCCCC1)CN1C([C@H]2CCCC[C@H]2C(=N1)C1=CC(=C(C=C1)OC)OC)=O ((cis)2-Cyclohexylmethyl-4-(3,4-dimethoxyphenyl)-4a,5,6,7,8,8a-hexahydro-2H-phthalazin-1-one). RXN SMILES: [CH3:1][O:2][C:3]1[CH:4]=[C:5]([C:11]2[C@H:20]3[C@H:15]([CH2:16][CH2:17][CH2:18][CH2:19]3)[C:14](=[O:21])[NH:13][N:12]=2)[CH:6]=[CH:7][C:8]=1[O:9][CH3:10].Br[CH2:23][CH:24]1[CH2:29][CH2:28][CH2:27][CH2:26][CH2:25]1.COC1C=C(C2[C@H]3[C@H](CCCC3)C(=O)N(C)N=2)C=CC=1OC>>[CH:24]1([CH2:23][N:13]2[N:12]=[C:11]([C:5]3[CH:6]=[CH:7][C:8]([O:9][CH3:10])=[C:3]([O:2][CH3:1])[CH:4]=3)[C@H:20]3[C@H:15]([CH2:16][CH2:17][CH2:18][CH2:19]3)[C:14]2=[O:21])[CH2:29][CH2:28][CH2:27][CH2:26][CH2:25]1. Procedure: Prepared from compound 1 and bromomethylcyclohexane as described for compound 8. Purified by chromatography (dichloromethane). Crystallized from petroleum ether (60-95° C.). M.p. 137-139° C.